This data is from the Open Reaction Database (ORD), a public repository of structured organic reaction records. The task is: describe an organic reaction: reactants, conditions, products, and yield Reactants: FC1=CC=C(C(=O)C2CCN(CC2)CCN(C2=C(C=CC=C2)OC)S(=O)(=O)C2=CC=C(C(=O)O)C=C2)C=C1 (4-{[N-[2-[4-(4-fluorobenzoyl)piperidino]ethyl}-2-methoxyanilino]-sulfonyl}benzoic acid), liquid, N (ammonia), CN1CCOCC1 (N-methylmorpholine), ClC(=O)OCC(C)C (isobutyl chloroformate). The solvent is C1CCOC1 (THF). Run at time 15 minute. Yields the product C(N)(=O)C1=CC=C(C=C1)S(=O)(=O)N(C1=C(C=CC=C1)OC)CCN1CCC(CC1)C(C1=CC=C(C=C1)F)=O (4-Carbamoyl-N-{2-[4-(4-fluorobenzoyl)piperidino]ethyl}-N-(2-methoxyphenyl)benzenesulfonamide). Yield: 50.7%. Reaction SMILES: [F:1][C:2]1[CH:38]=[CH:37][C:5]([C:6]([CH:8]2[CH2:13][CH2:12][N:11]([CH2:14][CH2:15][N:16]([S:25]([C:28]3[CH:36]=[CH:35][C:31]([C:32](O)=[O:33])=[CH:30][CH:29]=3)(=[O:27])=[O:26])[C:17]3[CH:22]=[CH:21][CH:20]=[CH:19][C:18]=3[O:23][CH3:24])[CH2:10][CH2:9]2)=[O:7])=[CH:4][CH:3]=1.C[N:40]1CCOCC1.ClC(OCC(C)C)=O.N>C1COCC1>[C:32]([C:31]1[CH:35]=[CH:36][C:28]([S:25]([N:16]([CH2:15][CH2:14][N:11]2[CH2:10][CH2:9][CH:8]([C:6](=[O:7])[C:5]3[CH:37]=[CH:38][C:2]([F:1])=[CH:3][CH:4]=3)[CH2:13][CH2:12]2)[C:17]2[CH:22]=[CH:21][CH:20]=[CH:19][C:18]=2[O:23][CH3:24])(=[O:26])=[O:27])=[CH:29][CH:30]=1)(=[O:33])[NH2:40]. Procedure: In an atmosphere of argon and with cooling in an ice bath, 4-{[N-[2-[4-(4-fluorobenzoyl)piperidino]ethyl}-2-methoxyanilino]-sulfonyl}benzoic acid (63 mg, 0.117 mmol) was dissolved in THF (1 ml) to which were subsequently added dropwise N-methylmorpholine (14 μl, 0.13 mmol) and isobutyl chloroformate (16.8 μl, 0.13 mmol). After 15 minutes of stirring at room temperature, 28% liquid ammonia (0.5 ml) was added to the reaction solution which was cooled in an ice bath, followed by additional 10 minut... Procedure: The title compound was prepared from 5-cyclopropyl-3-methyl-1-(3-trifluoromethyl-phenyl)-1H-pyrazole-4-carboxylic acid (Example 181A) and trans-(4-pyrrolidin-1-yl-piperidin-2-yl)-methanol dihydrochloride (example 193B) in direct analogy to the general procedure used in example 150. MS: 477.2 (MH+). RXN SMILES: [CH:1]1([C:4]2[N:8]([C:9]3[CH:14]=[CH:13][CH:12]=[C:11]([C:15]([F:18])([F:17])[F:16])[CH:10]=3)[N:7]=[C:6]([CH3:19])[C:5]=2[C:20]([OH:22])=O)[CH2:3][CH2:2]1.Cl.Cl.[N:25]1([C@@H:30]2[CH2:35][CH2:34][NH:33][C@@H:32]([CH2:36][OH:37])[CH2:31]2)[CH2:29][CH2:28][CH2:27][CH2:26]1>>[CH:1]1([C:4]2[N:8]([C:9]3[CH:14]=[CH:13][CH:12]=[C:11]([C:15]([F:17])([F:16])[F:18])[CH:10]=3)[N:7]=[C:6]([CH3:19])[C:5]=2[C:20]([N:33]2[CH2:34][CH2:35][C@@H:30]([N:25]3[CH2:26][CH2:27][CH2:28][CH2:29]3)[CH2:31][C@@H:32]2[CH2:36][OH:37])=[O:22])[CH2:3][CH2:2]1 |f:1.2.3|. Yields the product C1(CC1)C1=C(C(=NN1C1=CC(=CC=C1)C(F)(F)F)C)C(=O)N1[C@H](C[C@@H](CC1)N1CCCC1)CO ([5-Cyclopropyl-3-methyl-1-(3-trifluoromethyl-phenyl)-1H-pyrazol-4-yl]-((trans)-2-hydroxymethyl-4-pyrrolidin-1-yl-piperidin-1-yl)-methanone). The reactants are C1(CC1)C1=C(C(=NN1C1=CC(=CC=C1)C(F)(F)F)C)C(=O)O (5-cyclopropyl-3-methyl-1-(3-trifluoromethyl-phenyl)-1H-pyrazole-4-carboxylic acid), Cl.Cl.N1(CCCC1)[C@H]1C[C@@H](NCC1)CO (trans-(4-pyrrolidin-1-yl-piperidin-2-yl)-methanol dihydrochloride).